Dataset: the Open Reaction Database (ORD), a public repository of structured organic reaction records. Task: describe an organic reaction: reactants, conditions, products, and yield The reactants are NC1=C(C=C(C=C1)C1=C(C=CC(=C1)C)S(=O)C1=C(C=C(C=C1)C)C1=CC(=C(C=C1)N)[N+](=O)[O-])[N+](=O)[O-] ((4-amino-3-nitrophenyl)-4-methylphenyl sulfoxide), ClC1=C(C=C(C=C1)C1=C(C=CC(=C1)OC)S(=O)C1=C(C=C(C=C1)OC)C1=CC(=C(C=C1)Cl)[N+](=O)[O-])[N+](=O)[O-] ((4-chloro-3-nitrophenyl)-4-methoxyphenyl sulfoxide). Product: NC=1C=C(C=CC1Cl)C1=C(C=CC(=C1)OC)S(=O)C1=C(C=C(C=C1)OC)C1=CC(=C(C=C1)Cl)N ((3-Amino-4-chlorophenyl)-4-methoxyphenyl sulfoxide). Isolated yield 86.0%. As a reaction SMILES: NC1C=CC(C2C=C(C)C=CC=2S(C2C=CC(C)=CC=2C2C=CC(N)=C([N+]([O-])=O)C=2)=O)=CC=1[N+]([O-])=O.[Cl:37][C:38]1[CH:43]=[CH:42][C:41]([C:44]2[CH:49]=[C:48]([O:50][CH3:51])[CH:47]=[CH:46][C:45]=2[S:52]([C:54]2[CH:59]=[CH:58][C:57]([O:60][CH3:61])=[CH:56][C:55]=2[C:62]2[CH:67]=[CH:66][C:65]([Cl:68])=[C:64]([N+:69]([O-])=O)[CH:63]=2)=[O:53])=[CH:40][C:39]=1[N+:72]([O-])=O>>[NH2:69][C:64]1[CH:63]=[C:62]([C:55]2[CH:56]=[C:57]([O:60][CH3:61])[CH:58]=[CH:59][C:54]=2[S:52]([C:45]2[CH:46]=[CH:47][C:48]([O:50][CH3:51])=[CH:49][C:44]=2[C:41]2[CH:42]=[CH:43][C:38]([Cl:37])=[C:39]([NH2:72])[CH:40]=2)=[O:53])[CH:67]=[CH:66][C:65]=1[Cl:68]. Procedure: Following the procedure described in Example 2 but using as a starting material instead of (4-amino-3-nitrophenyl)-4-methylphenyl sulfoxide a corresponding amount of (4-chloro-3-nitrophenyl)-4-methoxyphenyl sulfoxide, the title compound is obtained. Procedure: General procedure M was used to convert 4.56 mmol of 11c and 5.02 mmol of 1-bromo-4-nitrobenzene to 2.19 mmol (48%) of the title compound. As a reaction SMILES: [CH2:1]([O:9][CH2:10][CH:11]1[CH2:16][CH2:15][CH2:14][CH2:13][CH2:12]1)[CH2:2][CH2:3][CH2:4][CH2:5][CH2:6][CH:7]=[CH2:8].Br[C:18]1[CH:23]=[CH:22][C:21]([N+:24]([O-:26])=[O:25])=[CH:20][CH:19]=1>>[CH:11]1([CH2:10][O:9][CH2:1][CH2:2][CH2:3][CH2:4][CH2:5][CH2:6][CH2:7][CH2:8][C:18]2[CH:23]=[CH:22][C:21]([N+:24]([O-:26])=[O:25])=[CH:20][CH:19]=2)[CH2:12][CH2:13][CH2:14][CH2:15][CH2:16]1. Yield: 48.0%. The reactants are C(CCCCCC=C)OCC1CCCCC1 (((oct-7-en-1-yloxy)methyl)cyclohexane), BrC1=CC=C(C=C1)[N+](=O)[O-] (1-bromo-4-nitrobenzene). The product is C1(CCCCC1)COCCCCCCCCC1=CC=C(C=C1)[N+](=O)[O-] (1-(8-(cyclohexylmethoxy)octyl)-4-nitrobenzene). Yields the product Cc1cc(N)c(O)c(F)c1F. As a reaction SMILES: [CH3:16][CH2:17][OH:18].[F:1][c:2]1[c:3]([OH:13])[c:4]([N+:10]([O-:11])=[O:12])[cH:5][c:6]([CH3:9])[c:7]1[F:8].[H:14][H:15]>>[F:1][c:2]1[c:3]([OH:13])[c:4]([NH2:10])[cH:5][c:6]([CH3:9])[c:7]1[F:8]. The reactants are CCO, Cc1cc([N+](=O)[O-])c(O)c(F)c1F, [H][H]. Starting materials: OC1=C(C=CC(=N1)C)[N+](=O)[O-] (6-hydroxy-5-nitro-2-picoline), [H][H] (hydrogen). Reagents/catalysts: [Pd] (palladium). The solvent is CO.ClCCl (methanol dichloromethane). Product: NC=1C(=NC(=CC1)C)O (3-amino-6-methyl-pyridin-2-ol). Reaction SMILES: [OH:1][C:2]1[N:7]=[C:6]([CH3:8])[CH:5]=[CH:4][C:3]=1[N+:9]([O-])=O.[H][H]>CO.ClCCl.[Pd]>[NH2:9][C:3]1[C:2]([OH:1])=[N:7][C:6]([CH3:8])=[CH:5][CH:4]=1 |f:2.3|. Reported procedure: 6-hydroxy-5-nitro-2-picoline (500 mg, 3.247 mmol) was dissolved in methanol:dichloromethane (5:1, 60 ml) and 10% palladium on active carbon was added thereto slowly, and then stirred for 2 hours with adding hydrogen gas at room temperature. The reaction mixture was filtered by using celite and evaporated under reduced pressure to quantitatively obtain white solid (400 mg). The reactants are O=C(C(=O)OCC)C(=O)OCC (diethyl ketomalonate), BrC1=CC(=C(C=C1Br)N)N (4,5-Dibromo-o-phenylenediamine), quinoxaline carboxylic acid ester, BrC=1C=C2NC(C(=NC2=CC1Br)C(=O)OCC)=O (Ethyl 6,7-dibromo-3,4-dihydro-3-oxo-2-quinoxaline carboxylate), diamine. The solvent is C(C)O (ethanol). Yields the product BrC1=CC2=NC(C(N=C2C=C1Br)C(=O)OCC)=O (Ethyl 6,7-dibromo-2,3-dihydro-3-oxoquinoxaline Carboxylate). RXN SMILES: BrC1C(Br)=CC(N)=C(N)C=1.O=C(C(OCC)=O)C(OCC)=O.[Br:23][C:24]1[CH:25]=[C:26]2[C:31](=[CH:32][C:33]=1[Br:34])[N:30]=[C:29]([C:35]([O:37][CH2:38][CH3:39])=[O:36])[C:28](=[O:40])[NH:27]2>C(O)C>[Br:23][C:24]1[C:33]([Br:34])=[CH:32][C:31]2[C:26](=[N:27][C:28](=[O:40])[CH:29]([C:35]([O:37][CH2:38][CH3:39])=[O:36])[N:30]=2)[CH:25]=1. Reported procedure: 4,5-Dibromo-o-phenylenediamine was cyclized to the corresponding quinoxaline carboxylic acid ester by the procedure of Preparation 1 utilizing 4.1 g. of the diamine and 2.7 g. of diethyl ketomalonate in 75 ml. of anhydrous ethanol. Ethyl 6,7-dibromo-3,4-dihydro-3-oxo-2-quinoxaline carboxylate thus prepared melted at 235°-236° C. (yield=3.9 g.). Yields the product COCCN1CCN(c2ccc(-c3ccc(C(F)(F)F)cc3)cn2)CC1. RXN SMILES: [CH3:23][O:24][CH2:25][CH2:26][Br:27].[F:1][C:2]([c:3]1[cH:4][cH:5][c:6](-[c:9]2[cH:10][cH:11][c:12]([N:15]3[CH2:16][CH2:17][NH:18][CH2:19][CH2:20]3)[n:13][cH:14]2)[cH:7][cH:8]1)([F:21])[F:22]>>[F:1][C:2]([c:3]1[cH:4][cH:5][c:6](-[c:9]2[cH:10][cH:11][c:12]([N:15]3[CH2:16][CH2:17][N:18]([CH2:26][CH2:25][O:24][CH3:23])[CH2:19][CH2:20]3)[n:13][cH:14]2)[cH:7][cH:8]1)([F:21])[F:22]. The reactants are COCCBr, FC(F)(F)c1ccc(-c2ccc(N3CCNCC3)nc2)cc1. The reactants are C(CCC)C12CC3=CC(=CC=C3C2=C(C(CC1)=O)C1=CC=C(C=C1)/C=C/C(=O)OC)OC (methyl (2E)-3-[4-(9a-butyl-7-methoxy-3-oxo-2,3,9,9a-tetrahydro-1H-fluoren-4-yl)phenyl]-2-propenoate), Cl.N1=CC=CC=C1 (pyridine hydrochloride), Cl.N1=CC=CC=C1 (pyridine hydrochloride). Reaction conditions: temperature 190 celsius, time 2 hour. Product: C(CCC)C12CC3=CC(=CC=C3C2=C(C(CC1)=O)C1=CC=C(C=C1)/C=C/C(=O)O)O ((2E)-3-[4-(9a-butyl-7-hydroxy-3-oxo-2,3,9,9a-tetrahydro-1H-fluoren-4-yl)phenyl]-2-propenoic acid). As a reaction SMILES: [CH2:1]([C:5]12[CH2:17][CH2:16][C:15](=[O:18])[C:14]([C:19]3[CH:24]=[CH:23][C:22](/[CH:25]=[CH:26]/[C:27]([O:29]C)=[O:28])=[CH:21][CH:20]=3)=[C:13]1[C:12]1[C:7](=[CH:8][C:9]([O:31]C)=[CH:10][CH:11]=1)[CH2:6]2)[CH2:2][CH2:3][CH3:4].Cl.N1C=CC=CC=1>>[CH2:1]([C:5]12[CH2:17][CH2:16][C:15](=[O:18])[C:14]([C:19]3[CH:20]=[CH:21][C:22](/[CH:25]=[CH:26]/[C:27]([OH:29])=[O:28])=[CH:23][CH:24]=3)=[C:13]1[C:12]1[C:7](=[CH:8][C:9]([OH:31])=[CH:10][CH:11]=1)[CH2:6]2)[CH2:2][CH2:3][CH3:4] |f:1.2|. Procedure: A mixture of methyl (2E)-3-[4-(9a-butyl-7-methoxy-3-oxo-2,3,9,9a-tetrahydro-1H-fluoren-4-yl)phenyl]-2-propenoate (60 mg, 92% weight pure, 0.128 mmol) and pyridine hydrochloride (741 mg, 6.41 mmol) was placed under a nitrogen atmosphere, heated in an oil bath at 190° C., and stirred. The reaction flask was periodically dipped deeper into the heating bath in order to melt the pyridine hydrochloride that condensed on the sides of the flask. After 2 hours at 190° C., the reaction mixture was cooled ... The reactants are ICC1=CC=C(C=C1)C1=CC=CC=C1 (4-(Iodomethyl)biphenyl), C(C)OC(=O)N1C(C=CC2=CC(=CC=C12)C=1OCC(N1)(C)C)P(=O)(OC)OC (1-Ethoxycarbonyl-6-(4,5-dihydro-4,4-dimethyloxazol-2-yl)-2-dimethoxyphosphoryl-1,2-dihydroquinoline), CCCCCC.C(CCC)[Li] (n-butyllithiumhexane), C(=O)=O.CC(=O)C (dry ice acetone), C(=O)=O.CC(=O)C (dry ice acetone). The solvent is O (water), C1CCOC1 (THF). Run at time 1 hour. The product is C(C)OC(=O)N1C(C=C(C2=CC(=CC=C12)C=1OCC(N1)(C)C)CC1=CC=C(C=C1)C1=CC=CC=C1)P(=O)(OC)OC (1-Ethoxycarbonyl-6-(4,5-dihydro-4,4-dimethyloxazol-2-yl)-2-dimethoxyphosphoryl-4-(4-phenylbenzyl)-1,2-dihydroquinoline). Isolated yield 56.2%. Reaction SMILES: [CH2:1]([O:3][C:4]([N:6]1[C:15]2[C:10](=[CH:11][C:12]([C:16]3[O:17][CH2:18][C:19]([CH3:22])([CH3:21])[N:20]=3)=[CH:13][CH:14]=2)[CH:9]=[CH:8][CH:7]1[P:23]([O:27][CH3:28])([O:25][CH3:26])=[O:24])=[O:5])[CH3:2].CCCCCC.C([Li])CCC.C(=O)=O.CC(C)=O.I[CH2:48][C:49]1[CH:54]=[CH:53][C:52]([C:55]2[CH:60]=[CH:59][CH:58]=[CH:57][CH:56]=2)=[CH:51][CH:50]=1>C1COCC1.O>[CH2:1]([O:3][C:4]([N:6]1[C:15]2[C:10](=[CH:11][C:12]([C:16]3[O:17][CH2:18][C:19]([CH3:21])([CH3:22])[N:20]=3)=[CH:13][CH:14]=2)[C:9]([CH2:48][C:49]2[CH:54]=[CH:53][C:52]([C:55]3[CH:56]=[CH:57][CH:58]=[CH:59][CH:60]=3)=[CH:51][CH:50]=2)=[CH:8][CH:7]1[P:23]([O:25][CH3:26])([O:27][CH3:28])=[O:24])=[O:5])[CH3:2] |f:1.2,3.4|. Reported procedure: 1-Ethoxycarbonyl-6-(4,5-dihydro-4,4-dimethyloxazol-2-yl)-2-dimethoxyphosphoryl-1,2-dihydroquinoline (934 mg) was dissolved in THF (10 ml), and a 1.6 M n-butyllithiumhexane solution (1.8 ml) was added under cooling with dry ice-acetone. The mixture was stirred for 1 hr at the same temperature. 4-(Iodomethyl)biphenyl (740 mg, 2.52 mmol) was added under cooling with dry ice-acetone, and the mixture was stirred at −20° C. for 1 hr and at 0° C. for 1 hr. Then, water was added, and the mixture was sti... Starting materials: C(C)(=O)OCC (ethyl acetate), C(C)(=O)OCC (ethyl acetate), CCCCCC (hexane), Cl (Hydrogen chloride), C(C)(C)(C)OC(=O)N1C([C@@H](C[C@@H]1C(NOCC1=CC=CC=C1)=O)C1=CC=C(C=C1)OC)=O ((3S, 5R)-5-benzyloxycarbamoyl-3-(4-methoxyphenyl)-2-oxopyrrolidine-1-carboxylic acid tert-butyl ester). The solvent is C(Cl)Cl (methylene chloride). Run at time 10 minute. Yields the product C(C1=CC=CC=C1)ONC(=O)[C@@H]1NC([C@@H](C1)C1=CC=C(C=C1)OC)=O ((2R, 4S)-4-(4-Methoxyphenyl)-5-oxopyrrolidine-2-carboxylic acid benzyloxyamide). Yield: 81.4%. RXN SMILES: Cl.C(OC([N:9]1[C@@H:13]([C:14](=[O:24])[NH:15][O:16][CH2:17][C:18]2[CH:23]=[CH:22][CH:21]=[CH:20][CH:19]=2)[CH2:12][C@@H:11]([C:25]2[CH:30]=[CH:29][C:28]([O:31][CH3:32])=[CH:27][CH:26]=2)[C:10]1=[O:33])=O)(C)(C)C.C(OCC)(=O)C.CCCCCC>C(Cl)Cl>[CH2:17]([O:16][NH:15][C:14]([C@H:13]1[CH2:12][C@@H:11]([C:25]2[CH:30]=[CH:29][C:28]([O:31][CH3:32])=[CH:27][CH:26]=2)[C:10](=[O:33])[NH:9]1)=[O:24])[C:18]1[CH:23]=[CH:22][CH:21]=[CH:20][CH:19]=1. Reported procedure: Hydrogen chloride gas was bubbled for 3 minutes through a solution of (3S, 5R)-5-benzyloxycarbamoyl-3-(4-methoxyphenyl)-2-oxopyrrolidine-1-carboxylic acid tert-butyl ester (270 mg, 0.61 mmol) in methylene chloride (40 mL). After stirring for an additional 10 minutes, the solvent was evaporated to leave a white foam. The title compound (169 mg, 80%) was isolated by flash chromatography (eluting with ethyl acetate) and recrystallization from a mixture of ethyl acetate and hexane.